Dataset: the Open Reaction Database (ORD), a public repository of structured organic reaction records. Task: describe an organic reaction: reactants, conditions, products, and yield Starting materials: CC(C)(C)OC(=O)Nc1cc(Cl)c(OCCO)c(Cl)c1, CC(=O)OC(C)=O, c1ccncc1. Yields the product CC(=O)OCCOc1c(Cl)cc(NC(=O)OC(C)(C)C)cc1Cl. Reaction SMILES: [C:1]([CH3:2])([CH3:3])([CH3:4])[O:5][C:6]([NH:7][c:8]1[cH:9][c:10]([Cl:19])[c:11]([O:15][CH2:16][CH2:17][OH:18])[c:12]([Cl:14])[cH:13]1)=[O:20].[CH3:21][C:22](=[O:23])[O:24][C:25](=[O:26])[CH3:27].[cH:28]1[cH:29][cH:30][n:31][cH:32][cH:33]1>>[C:1]([CH3:2])([CH3:3])([CH3:4])[O:5][C:6]([NH:7][c:8]1[cH:9][c:10]([Cl:19])[c:11]([O:15][CH2:16][CH2:17][O:18][C:22]([CH3:21])=[O:23])[c:12]([Cl:14])[cH:13]1)=[O:20]. Starting materials: FC1=C(C(=O)NC2=CC(=NC=C2)OC)C(=CC(=C1)C(F)(F)F)C(F)(F)F (2-fluoro-N-(2-methoxy-4-pyridyl)-4,6-bis(trifluoromethyl)benzamide), C[Si](C)(C)Cl (TMSCl), [I-].[Na+] (sodium iodide). Solvent: O (water), C(C)#N (acetonitrile), C(C)#N (acetonitrile). Conditions: temperature 25 celsius, time 30 minute. Product: FC1=C(C(=O)NC2=CC(NC=C2)=O)C(=CC(=C1)C(F)(F)F)C(F)(F)F (2-fluoro-N-(2-oxo-1H-pyridin-4-yl)-4,6-bis(trifluoromethyl)benzamide). Yield: 83.0%. RXN SMILES: [I-].[Na+].C[Si](Cl)(C)C.[F:8][C:9]1[CH:25]=[C:24]([C:26]([F:29])([F:28])[F:27])[CH:23]=[C:22]([C:30]([F:33])([F:32])[F:31])[C:10]=1[C:11]([NH:13][C:14]1[CH:19]=[CH:18][N:17]=[C:16]([O:20]C)[CH:15]=1)=[O:12]>C(#N)C.O>[F:8][C:9]1[CH:25]=[C:24]([C:26]([F:28])([F:29])[F:27])[CH:23]=[C:22]([C:30]([F:33])([F:31])[F:32])[C:10]=1[C:11]([NH:13][C:14]1[CH:19]=[CH:18][NH:17][C:16](=[O:20])[CH:15]=1)=[O:12] |f:0.1|. Reported procedure: To a mixture of sodium iodide (2.54 g, 16.95 mmol) in acetonitrile (75 mL) under nitrogen was added TMSCl (2.15 mL, 16.95 mmol) and the mixture was stirred at 25° C. for 30 min. Thereafter, anhydrous acetonitrile (130.0 ml) was added to this solution followed by 2-fluoro-N-(2-methoxy-4-pyridyl)-4,6-bis(trifluoromethyl)benzamide (1.2 g, 3.14 mmol). The resulting reaction mixture was heated with stirring at 80° C. for 5 h and at 60° C. for 12 hours. The reaction was cooled, diluted with water, and... Reactants: Cl, CC(=O)Nc1ccc(S(=O)(=O)C(F)(F)F)cc1[N+](=O)[O-], O. The product is Nc1ccc(S(=O)(=O)C(F)(F)F)cc1[N+](=O)[O-]. RXN SMILES: [ClH:21].[N+:1](=[O:2])([O-:3])[c:4]1[c:5]([NH:17][C:18](=[O:19])[CH3:20])[cH:6][cH:7][c:8]([S:10](=[O:11])(=[O:12])[C:13]([F:14])([F:15])[F:16])[cH:9]1.[OH2:22]>>[N+:1](=[O:2])([O-:3])[c:4]1[c:5]([NH2:17])[cH:6][cH:7][c:8]([S:10](=[O:11])(=[O:12])[C:13]([F:14])([F:15])[F:16])[cH:9]1.